Dataset: the Open Reaction Database (ORD), a public repository of structured organic reaction records. Task: describe an organic reaction: reactants, conditions, products, and yield Starting materials: BrB(Br)Br, C=CCC1CC(c2ccc(OC)c(C)c2)NC1=O, ClCCl. Product: C=CCC1CC(c2ccc(O)c(C)c2)NC1=O. RXN SMILES: [B:1]([Br:2])([Br:3])[Br:4].[CH3:5][O:6][c:7]1[c:8]([CH3:22])[cH:9][c:10]([CH:13]2[CH2:14][CH:15]([CH2:19][CH:20]=[CH2:21])[C:16](=[O:18])[NH:17]2)[cH:11][cH:12]1.[Cl:23][CH2:24][Cl:25]>>[OH:6][c:7]1[c:8]([CH3:22])[cH:9][c:10]([CH:13]2[CH2:14][CH:15]([CH2:19][CH:20]=[CH2:21])[C:16](=[O:18])[NH:17]2)[cH:11][cH:12]1. Reactants: CS(=O)(=O)C=1N=C(C2=C(N1)NC(C=C2)=O)C (2-Methanesulfonyl-4-methyl-8H-pyrido[2,3-d]pyrimidin-7-one), C1(=CC=CC2=CC=CC=C12)N1CCN(CC1)CCCCO (4-(4-naphthalen-1-yl-piperazin-1-yl)-butan-1-ol), CC(C)([O-])C.[Na+] (sodium t-butoxide). The solvent is O1CCOCC1 (Dioxane). Reaction conditions: time 1 hour. The product is CC=1C2=C(N=C(N1)OCCCCN1CCN(CC1)C1=CC=CC3=CC=CC=C13)NC(C=C2)=O (4-Methyl-2-[4-(4-naphthalen-1-yl-piperazin-1-yl)-butoxy]-8H-pyrido[2,3-d]pyrimidin-7-one). Isolated yield 38.0%. RXN SMILES: CS([C:5]1[N:6]=[C:7]([CH3:16])[C:8]2[CH:14]=[CH:13][C:12](=[O:15])[NH:11][C:9]=2[N:10]=1)(=O)=O.[C:17]1([N:27]2[CH2:32][CH2:31][N:30]([CH2:33][CH2:34][CH2:35][CH2:36][OH:37])[CH2:29][CH2:28]2)[C:26]2[C:21](=[CH:22][CH:23]=[CH:24][CH:25]=2)[CH:20]=[CH:19][CH:18]=1.CC(C)([O-])C.[Na+]>O1CCOCC1>[CH3:16][C:7]1[C:8]2[CH:14]=[CH:13][C:12](=[O:15])[NH:11][C:9]=2[N:10]=[C:5]([O:37][CH2:36][CH2:35][CH2:34][CH2:33][N:30]2[CH2:31][CH2:32][N:27]([C:17]3[C:26]4[C:21](=[CH:22][CH:23]=[CH:24][CH:25]=4)[CH:20]=[CH:19][CH:18]=3)[CH2:28][CH2:29]2)[N:6]=1 |f:2.3|. Procedure: 2-Methanesulfonyl-4-methyl-8H-pyrido[2,3-d]pyrimidin-7-one (300 mg, 1.245 mmol, U.S. Pat. No. 6,498,163), 4-(4-naphthalen-1-yl-piperazin-1-yl)-butan-1-ol (392 mg, 1.379 mmol) and sodium t-butoxide (362 mg, 3.76 mmol) were combined in a vial. Dioxane (10 mL) was added and the solution was stirred for 1 h. The reaction mixture was concentrated and then partitioned between ethyl acetate and water. The organic layer was washed with water, dried over Na2SO4, filtered and concentrated. Purification by... Reagents/catalysts: [Pd] (Pd—C). Yields the product CC=1C=C(CC2CCN(CC2)CCNC(=O)NC2=CC(=NC3=CC=CC=C23)C)C=CC1 (1-{2-[4-(3-Methyl-benzyl)-piperidin-1-yl]-ethyl}-3-(2-methyl-quinolin-4-yl)-urea), hydrochloride salt. Reported procedure: A suspension of 1-{2-[4-(3-methyl-benzylidene)-piperidin-1-yl]-ethyl}-3-(2-methyl-quinolin-4-yl)-urea (21 mg, 0.05 mmol), 2M aqueous HCl (0.5 mL, 1 mmol) and Pd—C (10%, 5 mg) in MeOH (2 mL) is stirred under hydrogen atmosphere for 6 h. The catalyst is filtered off and the filtrate evaporated to provide the title compound as hydrochloride salt. Conditions: time 6 hour. Solvent: CO (MeOH). Starting materials: CC=1C=C(C=C2CCN(CC2)CCNC(=O)NC2=CC(=NC3=CC=CC=C23)C)C=CC1 (1-{2-[4-(3-methyl-benzylidene)-piperidin-1-yl]-ethyl}-3-(2-methyl-quinolin-4-yl)-urea), Cl (HCl). As a reaction SMILES: [CH3:1][C:2]1[CH:3]=[C:4]([CH:29]=[CH:30][CH:31]=1)[CH:5]=[C:6]1[CH2:11][CH2:10][N:9]([CH2:12][CH2:13][NH:14][C:15]([NH:17][C:18]2[C:27]3[C:22](=[CH:23][CH:24]=[CH:25][CH:26]=3)[N:21]=[C:20]([CH3:28])[CH:19]=2)=[O:16])[CH2:8][CH2:7]1.Cl>CO.[Pd]>[CH3:1][C:2]1[CH:3]=[C:4]([CH:29]=[CH:30][CH:31]=1)[CH2:5][CH:6]1[CH2:7][CH2:8][N:9]([CH2:12][CH2:13][NH:14][C:15]([NH:17][C:18]2[C:27]3[C:22](=[CH:23][CH:24]=[CH:25][CH:26]=3)[N:21]=[C:20]([CH3:28])[CH:19]=2)=[O:16])[CH2:10][CH2:11]1. Reactants: C(#C)C1=CC=C(C=C1)NC(C1=C(C=CC=C1)C)=O (N-(4-ethynyl-phenyl)-2-methyl-benzamide), BrC=1C=NC=C(C(=O)N=[S@](C2=CC=CC=C2)(=O)C)C1 ((S)-5-bromo-N-[methyl(oxo)phenyl-λ6-sulfanylidene]nicotinamide). Yields the product CC1=C(C(=O)NC2=CC=C(C=C2)C#CC=2C=NC=C(C(=O)N=[S@](C3=CC=CC=C3)(=O)C)C2)C=CC=C1 ((S)-5-({4-[(2-methylbenzoyl)amino]phenyl}ethynyl)-N-[methyl(oxo)phenyl-λ6-sulfanylidene]nicotinamide). Yield: 74.9%. As a reaction SMILES: [C:1]([C:3]1[CH:8]=[CH:7][C:6]([NH:9][C:10](=[O:18])[C:11]2[CH:16]=[CH:15][CH:14]=[CH:13][C:12]=2[CH3:17])=[CH:5][CH:4]=1)#[CH:2].Br[C:20]1[CH:21]=[N:22][CH:23]=[C:24]([CH:37]=1)[C:25]([N:27]=[S@@:28]([CH3:36])(=[O:35])[C:29]1[CH:34]=[CH:33][CH:32]=[CH:31][CH:30]=1)=[O:26]>>[CH3:17][C:12]1[CH:13]=[CH:14][CH:15]=[CH:16][C:11]=1[C:10]([NH:9][C:6]1[CH:5]=[CH:4][C:3]([C:1]#[C:2][C:20]2[CH:21]=[N:22][CH:23]=[C:24]([CH:37]=2)[C:25]([N:27]=[S@@:28]([CH3:36])(=[O:35])[C:29]2[CH:34]=[CH:33][CH:32]=[CH:31][CH:30]=2)=[O:26])=[CH:8][CH:7]=1)=[O:18]. Procedure: In a manner similar to that described in Example 449, N-(4-ethynyl-phenyl)-2-methyl-benzamide (0.104 g, 0.443 mmol) and (S)-5-bromo-N-[methyl(oxo)phenyl-λ6-sulfanylidene]nicotinamide (100 mg, 0.295 mmol) were reacted to give the title compound (109 mg, 75%). The yield is 100.0%. Reported procedure: The procedure described in Example 1(b) is repeated, except that 23.3 g (0.1 mol) of 3,3-dimethyl-12-isopropyl-1-aza-1,5,9-cyclododecatriene, 20 g of 37% hydrochloric acid, 20 ml of water and 10.8 g (0.1 mol) of phenylhydrazine are used. Working up as described in Example 1(b) yields 34.1 g (0.1 mol) of 2,2-dimethyl-11-isopropyl-11-amino-undeca-4,8-dienal phenylhydrazone; yield 100% of theory. Run in O (water). Product: C1(=CC=CC=C1)NN=CC(CC=CCCC=CCC(N)C(C)C)(C)C (2,2-dimethyl-11-isopropyl-11-amino-undeca-4,8-dienal phenylhydrazone). Reactants: CC1(C=NC(CC=CCCC=CC1)C(C)C)C (3,3-dimethyl-12-isopropyl-1-aza-1,5,9-cyclododecatriene), Cl (hydrochloric acid), C1(=CC=CC=C1)NN (phenylhydrazine). RXN SMILES: [CH3:1][C:2]1([CH3:17])[CH2:13][CH:12]=[CH:11][CH2:10][CH2:9][CH:8]=[CH:7][CH2:6][CH:5]([CH:14]([CH3:16])[CH3:15])[N:4]=[CH:3]1.Cl.[C:19]1([NH:25][NH2:26])[CH:24]=[CH:23][CH:22]=[CH:21][CH:20]=1>O>[C:19]1([NH:25][N:26]=[CH:1][C:2]([CH3:3])([CH3:17])[CH2:13][CH:12]=[CH:11][CH2:10][CH2:9][CH:8]=[CH:7][CH2:6][CH:5]([CH:14]([CH3:15])[CH3:16])[NH2:4])[CH:24]=[CH:23][CH:22]=[CH:21][CH:20]=1.